Dataset: the Open Reaction Database (ORD), a public repository of structured organic reaction records. Task: describe an organic reaction: reactants, conditions, products, and yield Reactants: BrCc1ccccc1, Oc1cccc(Br)c1, O=C([O-])[O-], [K+], [K+], CN(C)C=O. The product is Brc1cccc(OCc2ccccc2)c1. Reaction SMILES: [Br:15][CH2:16][c:17]1[cH:18][cH:19][cH:20][cH:21][cH:22]1.[Br:1][c:2]1[cH:3][c:4]([OH:8])[cH:5][cH:6][cH:7]1.[C:9](=[O:10])([O-:11])[O-:12].[K+:13].[K+:14].[O:23]=[CH:24][N:25]([CH3:26])[CH3:27]>>[Br:1][c:2]1[cH:3][c:4]([O:8][CH2:16][c:17]2[cH:18][cH:19][cH:20][cH:21][cH:22]2)[cH:5][cH:6][cH:7]1. Reactants: C(C1=CC=CC=C1)N1C[C@H]([C@@H](C1)C1=CSC=C1)CN1CCC(CC1)C1=CC=C(C=C1)F (1-benzyl-3-(R)-(4-(4-fluorophenyl)piperidinylmethyl)-4-(R)-(3-thienyl)pyrrolidine), COC(=O)Cl (methylchloroformate). Run in C1CCOC1 (THF). Run at time 2 hour. Product: COC(=O)N1C[C@H]([C@@H](C1)C1=CSC=C1)CN1CCC(CC1)C1=CC=C(C=C1)F (1-Methoxycarbonyl-3-(R)-(4-(4-fluorophenyl)piperidinylmethyl)-4-(R)-(3-thienyl)pyrrolidine). Isolated yield 87.0%. RXN SMILES: C([N:8]1[CH2:12][C@@H:11]([C:13]2[CH:17]=[CH:16][S:15][CH:14]=2)[C@H:10]([CH2:18][N:19]2[CH2:24][CH2:23][CH:22]([C:25]3[CH:30]=[CH:29][C:28]([F:31])=[CH:27][CH:26]=3)[CH2:21][CH2:20]2)[CH2:9]1)C1C=CC=CC=1.[CH3:32][O:33][C:34](Cl)=[O:35]>C1COCC1>[CH3:32][O:33][C:34]([N:8]1[CH2:12][C@@H:11]([C:13]2[CH:17]=[CH:16][S:15][CH:14]=2)[C@H:10]([CH2:18][N:19]2[CH2:20][CH2:21][CH:22]([C:25]3[CH:30]=[CH:29][C:28]([F:31])=[CH:27][CH:26]=3)[CH2:23][CH2:24]2)[CH2:9]1)=[O:35]. Reported procedure: To a solution of 4.35 g (10 mmol) of 1-benzyl-3-(R)-(4-(4-fluorophenyl)piperidinylmethyl)-4-(R)-(3-thienyl)pyrrolidine in 20 mL of THF at 0° C. was added 3.7 mL (26 mmol) of methylchloroformate and the reaction mixture was warmed to rt and stirred for 2 h. The reaction mixture was concentrated and the residue was purified by chromatography (silica, acetone: hexanes, 1:3) to give 3.5 g of the title compound. Reactants: Cl.FC1=CC=C(C=C1)C(CCCCC1=CC=CC=C1)(O)C=1N=CNC1 (4-[1-(4-fluorophenyl)-1-hydroxy-5-phenylpentyl]-1H-imidazole hydrochloride), S(=O)(=O)(O)[O-].[K+] (potassium hydrogen sulphate). The solvent is C(C)O (ethanol). Yields the product FC1=CC=C(C=C1)C(=CCCCC1=CC=CC=C1)C=1N=CNC1 (4-[1-(4-fluorophenyl)-5-phenyl-1-pentenyl]-1H-imidazole). Reaction SMILES: Cl.[F:2][C:3]1[CH:8]=[CH:7][C:6]([C:9]([C:21]2[N:22]=[CH:23][NH:24][CH:25]=2)(O)[CH2:10][CH2:11][CH2:12][CH2:13][C:14]2[CH:19]=[CH:18][CH:17]=[CH:16][CH:15]=2)=[CH:5][CH:4]=1.S([O-])(O)(=O)=O.[K+]>C(O)C>[F:2][C:3]1[CH:8]=[CH:7][C:6]([C:9]([C:21]2[N:22]=[CH:23][NH:24][CH:25]=2)=[CH:10][CH2:11][CH2:12][CH2:13][C:14]2[CH:19]=[CH:18][CH:17]=[CH:16][CH:15]=2)=[CH:5][CH:4]=1 |f:0.1,2.3|. Procedure details: 4-[1-(4-fluorophenyl)-1-hydroxy-5-phenylpentyl]-1H-imidazole hydrochloride (5,0 g) and 30,0 g of anhydrous potassium hydrogen sulphate are heated at 150° C. for 4 hours. The mixture is cooled and 90 ml of ethanol is added to dissolve the product. The mixture is then filtered and the filtrate is evaporated to minor volume. Water is added and the mixture is made alkaline with sodium hydroxide. The product is extracted into methylene chloride, washed with water and evaporated to dryness. The produc... The reactants are E9, OCC=1C=C(C#N)C=CC1 (3-(hydroxymethyl)benzonitrile), ClC=1C=C2N(C(N1)=O)CCN2C2CC2 (7-chloro-1-cyclopropyl-2,3-dihydroimidazo-[1,2-c]pyrimidin-5(1H)-one). Yields the product C1(CC1)N1CCN2C(N=C(C=C21)OCC=2C=C(C#N)C=CC2)=O (3-(((1-cyclopropyl-5-oxo-1,2,3,5-tetrahydroimidazo[1,2-c]pyrimidin-7-yl)oxy)methyl)benzonitrile). Reaction SMILES: [OH:1][CH2:2][C:3]1[CH:4]=[C:5]([CH:8]=[CH:9][CH:10]=1)[C:6]#[N:7].Cl[C:12]1[CH:13]=[C:14]2[N:21]([CH:22]3[CH2:24][CH2:23]3)[CH2:20][CH2:19][N:15]2[C:16](=[O:18])[N:17]=1>>[CH:22]1([N:21]2[C:14]3[N:15]([C:16](=[O:18])[N:17]=[C:12]([O:1][CH2:2][C:3]4[CH:4]=[C:5]([CH:8]=[CH:9][CH:10]=4)[C:6]#[N:7])[CH:13]=3)[CH2:19][CH2:20]2)[CH2:24][CH2:23]1. Reported procedure: The title compound was prepared by a procedure similar to that described for E9 starting from 3-(hydroxymethyl)benzonitrile and 7-chloro-1-cyclopropyl-2,3-dihydroimidazo-[1,2-c]pyrimidin-5(1H)-one.